This data is from the Open Reaction Database (ORD), a public repository of structured organic reaction records. The task is: describe an organic reaction: reactants, conditions, products, and yield The reactants are CC1=C(N=CN1)C(C(F)(F)F)(F)F (5-methyl-4-pentafluoroethylimidazole), [H-].[Na+] (sodium hydride), O (water), ClC1=NC=C(C=C1Cl)OC(F)F (2,3-dichloro-5-difluoromethoxypyridine). Run in CN(C=O)C (N,N-dimethyl formamide). Reaction conditions: time 20 minute. Product: ClC=1C(=NC=C(C1)OC(F)F)N1C=NC(=C1C)C(C(F)(F)F)(F)F (1-(3-chloro-5-difluoromethoxypyridin-2-yl)-5-methyl-4-pentafluoroethylimidazole). RXN SMILES: [CH3:1][C:2]1[NH:6][CH:5]=[N:4][C:3]=1[C:7]([F:13])([F:12])[C:8]([F:11])([F:10])[F:9].[H-].[Na+].Cl[C:17]1[C:22]([Cl:23])=[CH:21][C:20]([O:24][CH:25]([F:27])[F:26])=[CH:19][N:18]=1.O>CN(C)C=O>[Cl:23][C:22]1[C:17]([N:6]2[C:2]([CH3:1])=[C:3]([C:7]([F:13])([F:12])[C:8]([F:10])([F:9])[F:11])[N:4]=[CH:5]2)=[N:18][CH:19]=[C:20]([O:24][CH:25]([F:27])[F:26])[CH:21]=1 |f:1.2|. Procedure: To a solution of 0.5 g (2.5 m mol) of 5-methyl-4-pentafluoroethylimidazole in 5 ml of N,N-dimethyl formamide is added slowly 100 mg (2.5 m mol) of an oily sodium hydride (60%) while cooling with ice, followed by stirring at the same temperature for 20 minutes. After the reaction is completed, to the reaction mixture is added dropwise 0.50 g (2.5 m mol) of 2,3-dichloro-5-difluoromethoxypyridine, followed by stirring at room temperature for 9 hours. After the reaction is completed, the reaction mi...